Dataset: the Open Reaction Database (ORD), a public repository of structured organic reaction records. Task: describe an organic reaction: reactants, conditions, products, and yield The reactants are COC=1C=C2CCCN3C2=C(C1)C=C3 (8-methoxy-5,6-dihydro-4H-pyrrolo[3,2,1-ij]quinoline), CN1C(CCCC1)=O (N-methylpiperidone). Yields the product COC=1C=C2CCCN3C2=C(C1)C(=C3)C=3CCN(CC3)C (8-Methoxy-1-(1-methyl-1,2,3,6-tetrahydropyridin-4-yl)-5,6-dihydro-4H-pyrrolo[3,2,1-ij]quinoline). Reaction SMILES: [CH3:1][O:2][C:3]1[CH:4]=[C:5]2[C:10]3=[C:11]([CH:13]=[CH:14][N:9]3[CH2:8][CH2:7][CH2:6]2)[CH:12]=1.[CH3:15][N:16]1[CH2:21][CH2:20][CH2:19][CH2:18][C:17]1=O>>[CH3:1][O:2][C:3]1[CH:4]=[C:5]2[C:10]3=[C:11]([C:13]([C:19]4[CH2:20][CH2:21][N:16]([CH3:15])[CH2:17][CH:18]=4)=[CH:14][N:9]3[CH2:8][CH2:7][CH2:6]2)[CH:12]=1. Procedure details: By a method similar to Preparation 11, using 8-methoxy-5,6-dihydro-4H-pyrrolo[3,2,1-ij]quinoline (0.28 g, 1.5 mmol), and N-methylpiperidone (Aldrich, 0.68 g, 6.0 mmol) 0.12 g (27%) of title compound was obtained: 1H NMR (300 MHz, CDCl3): 2.18-22.24 (m, 2H), 2.77 (s, 3H), 2.89-2.97 (m, 4H), 3.21 (t, 2H, J=61 Hz), 3.68-3.49 (m, 2H), 3.85 (s, 3H), 4.10 (t, 2H, J=5.7 Hz), 6.02 (m, 1H), 6.65-6.66 (m, 1H), 7.04-7.06 (m, 2H); MS (ELECTROSPRAY): m/e 283.0 (M+1). Starting materials: resultant suspension, CN1CC2C(CC1)C(C1=C(S2)C=CC=C1)=O (1,2,3,4,4a,10a-hexahydro-2-methyl-5H-[1]-benzothiopyrano[2,3-c]pyridin-5-one), O (water), C1(=CC=CC=C1)[Li] (phenyl lithium). Solvent: CCOCC (ether). Conditions: time 30 minute. Product: CN1CC2C(CC1)C(C1=C(S2)C=CC=C1)(O)C1=CC=CC=C1 (2-methyl-5-phenyl-1,3,4,4a,5,10a-hexahydro-2H[1]benzothiopyrano[2,3-c]pyridin-5-ol). Yield: 38.4%. As a reaction SMILES: [CH3:1][N:2]1[CH2:7][CH2:6][CH:5]2[C:8](=[O:16])[C:9]3[CH:15]=[CH:14][CH:13]=[CH:12][C:10]=3[S:11][CH:4]2[CH2:3]1.[C:17]1([Li])[CH:22]=[CH:21][CH:20]=[CH:19][CH:18]=1.O>CCOCC>[CH3:1][N:2]1[CH2:7][CH2:6][CH:5]2[C:8]([C:17]3[CH:22]=[CH:21][CH:20]=[CH:19][CH:18]=3)([OH:16])[C:9]3[CH:15]=[CH:14][CH:13]=[CH:12][C:10]=3[S:11][CH:4]2[CH2:3]1. Procedure details: 40 g of 1,2,3,4,4a,10a-hexahydro-2-methyl-5H-[1]-benzothiopyrano[2,3-c]pyridin-5-one were dissolved in 2 liters of dry ether and the solution obtaining was cooled to 5° C. in an ice bath while 220 ml (2 moles) of phenyl lithium were added dropwise thereto over 30 minutes with the temperature held below 0° C. When the addition was complete, the ice bath was removed and the solution thus obtained was stirred at room temperature for 30 minutes. 3 liters of water were added dropwise thereto and the ... Starting materials: CCOC(=O)c1cn(C2CCCCC2)c2nc(S(C)(=O)=O)ncc2c1=O, CC(=O)O, CO, NCCCn1ccnc1. The product is CCOC(=O)c1cn(C2CCCCC2)c2nc(NCCCn3ccnc3)ncc2c1=O. RXN SMILES: [CH2:10]([CH3:11])[O:12][C:13](=[O:14])[c:15]1[c:16](=[O:35])[c:17]2[c:18]([n:19][c:20]([S:23]([CH3:24])(=[O:25])=[O:26])[n:21][cH:22]2)[n:27]([CH:29]2[CH2:30][CH2:31][CH2:32][CH2:33][CH2:34]2)[cH:28]1.[CH3:36][C:37](=[O:38])[OH:39].[CH3:40][OH:41].[n:1]1([CH2:6][CH2:7][CH2:8][NH2:9])[cH:2][n:3][cH:4][cH:5]1>>[n:1]1([CH2:6][CH2:7][CH2:8][NH:9][c:20]2[n:19][c:18]3[c:17]([c:16](=[O:35])[c:15]([C:13]([O:12][CH2:10][CH3:11])=[O:14])[cH:28][n:27]3[CH:29]3[CH2:30][CH2:31][CH2:32][CH2:33][CH2:34]3)[cH:22][n:21]2)[cH:2][n:3][cH:4][cH:5]1. Reaction SMILES: [F:1][C:2]1[CH:7]=[CH:6][C:5]([F:8])=[CH:4][C:3]=1[C:9]1[C:13]2[CH2:14][N:15]([CH3:18])[CH2:16][CH2:17][C:12]=2[N:11]([C:19]([NH:21][C@@H:22]([C:27]([CH3:30])([CH3:29])[CH3:28])[C:23](NC)=[O:24])=[O:20])[N:10]=1.N[C@H](CO)C(C)(C)C>>[F:1][C:2]1[CH:7]=[CH:6][C:5]([F:8])=[CH:4][C:3]=1[C:9]1[C:13]2[CH2:14][N:15]([CH3:18])[CH2:16][CH2:17][C:12]=2[N:11]([C:19]([NH:21][C@@H:22]([C:27]([CH3:30])([CH3:29])[CH3:28])[CH2:23][OH:24])=[O:20])[N:10]=1. Reactants: FC1=C(C=C(C=C1)F)C1=NN(C2=C1CN(CC2)C)C(=O)N[C@H](C(=O)NC)C(C)(C)C ((S)-3-(2,5-difluorophenyl)-N-(3,3-dimethyl-1-(methylamino)-1-oxobutan-2-yl)-5-methyl-4,5,6,7-tetrahydro-1H-pyrazolo[4,3-c]pyridine-1-carboxamide), N[C@@H](C(C)(C)C)CO (tert-leucinol). Reported procedure: Compound 66 was prepared according to the procedure described for the synthesis of compound 64 by replacing tert-leucine methylamide with tert-leucinol. LCMS (+ESI) m/z=393.3 [M+H]+. Yields the product FC1=C(C=C(C=C1)F)C1=NN(C2=C1CN(CC2)C)C(=O)N[C@H](CO)C(C)(C)C ((S)-3-(2,5-difluorophenyl)-N-(1-hydroxy-3,3-dimethylbutan-2-yl)-5-methyl-4,5,6,7-tetrahydro-1H-pyrazolo[4,3-c]pyridine-1-carboxamide). The reactants are N1=C(C=NC2=CC=CC=C12)C=1C=C(C=CC1)N ((3-quinoxalin-2-ylphenyl)amine), CS(=O)(=O)Cl (methanesulfonyl chloride). Solvent: O (water), N1=CC=CC=C1 (pyridine). The product is N1=C(C=NC2=CC=CC=C12)C=1C=C(C=CC1)NS(=O)(=O)C (N-[3-(quinoxalin-2-yl)phenyl]methanesulfonamide). Isolated yield 86.9%. As a reaction SMILES: [N:1]1[C:10]2[C:5](=[CH:6][CH:7]=[CH:8][CH:9]=2)[N:4]=[CH:3][C:2]=1[C:11]1[CH:12]=[C:13]([NH2:17])[CH:14]=[CH:15][CH:16]=1.[CH3:18][S:19](Cl)(=[O:21])=[O:20]>N1C=CC=CC=1.O>[N:1]1[C:10]2[C:5](=[CH:6][CH:7]=[CH:8][CH:9]=2)[N:4]=[CH:3][C:2]=1[C:11]1[CH:12]=[C:13]([NH:17][S:19]([CH3:18])(=[O:21])=[O:20])[CH:14]=[CH:15][CH:16]=1. Procedure details: To a solution of (3-quinoxalin-2-ylphenyl)amine (2.21 g, 0.01 mol) in pyridine (10 mL), methanesulfonyl chloride (0.77 mL, 0.01 mol) was added dropwise at 0-5° C. with stirring. The reaction mixture was stirred overnight at room temperature, and then diluted with water. The resulting solid was filtered and dried to afford N-[3-(quinoxalin-2-yl)phenyl]methanesulfonamide (2.6 g, 87% yield). LCMS calculated for C15H13N3O2S (M+H): 300.07. found 300. 1H-NMR (DMSO-d6, 250 Mhz) δH: 10.01 (1H, br. s), 9... The reactants are O=C1N(CCC1(C1=CC=CC=C1)C1=CC=CC=C1)CC(=O)O (2-(2-oxo-3,3-diphenylpyrrolidin-1-yl)acetic acid), ON\C(\C1=CC=C(C=C1)C(F)(F)F)=N/[H] ((Z)—N-hydroxy-4-(trifluoromethyl)benzimidamide), FC1=CC=C(C=C1)C1(C(N(CC1)CC(=O)O)=O)C1=CC=C(C=C1)F (2-(3,3-bis(4-fluorophenyl)-2-oxopyrrolidin-1-yl)acetic acid), C(C)(C)(C)C1=CC=C(/C(/NO)=N/[H])C=C1 ((Z)-4-tert-butyl-N-hydroxybenzimidamide). Product: C(C)(C)(C)C1=CC=C(C=C1)C1=NOC(=N1)CN1C(C(CC1)(C1=CC=CC=C1)C1=CC=CC=C1)=O (1-{[3-(4-tert-butylphenyl)-1,2,4-oxadiazol-5-yl]methyl}-3,3-diphenylpyrrolidin-2-one). As a reaction SMILES: O=C1C(C2C=CC=CC=2)(C2C=CC=CC=2)CCN1CC(O)=O.F[C:24]1[CH:29]=[CH:28][C:27]([C:30]2([C:40]3[CH:45]=[CH:44][C:43](F)=[CH:42][CH:41]=3)[CH2:34][CH2:33][N:32]([CH2:35][C:36]([OH:38])=O)[C:31]2=[O:39])=[CH:26][CH:25]=1.[C:47]([C:51]1[CH:61]=[CH:60][C:54](/[C:55](=[N:58]/[H])/[NH:56]O)=[CH:53][CH:52]=1)([CH3:50])([CH3:49])[CH3:48].ON/C(=N\[H])/C1C=CC(C(F)(F)F)=CC=1>>[C:47]([C:51]1[CH:61]=[CH:60][C:54]([C:55]2[N:56]=[C:36]([CH2:35][N:32]3[CH2:33][CH2:34][C:30]([C:40]4[CH:45]=[CH:44][CH:43]=[CH:42][CH:41]=4)([C:27]4[CH:28]=[CH:29][CH:24]=[CH:25][CH:26]=4)[C:31]3=[O:39])[O:38][N:58]=2)=[CH:53][CH:52]=1)([CH3:50])([CH3:48])[CH3:49]. Procedure details: The title compound was prepared using the procedure described in Example 190 substituting 2-(2-oxo-3,3-diphenylpyrrolidin-1-yl)acetic acid from Example 1C for 2-(3,3-bis(4-fluorophenyl)-2-oxopyrrolidin-1-yl)acetic acid and (Z)-4-tert-butyl-N-hydroxybenzimidamide for (Z)—N-hydroxy-4-(trifluoromethyl)benzimidamide. 1H NMR (300 MHz, CDCl3) δ ppm 7.99-7.91 (m, 2H), 7.51-7.46 (m, 2H), 7.42-7.27 (m, 9H), 6.95-6.89 (m, 1H), 4.89 (s, 2H), 3.55 (t, J=6.5, 2H), 2.88 (t, J=6.5, 2H), 1.36 (s, 9H); MS (DCI) ... Reactants: C(C1=CC=CC=C1)OC(=O)N1[C@@H](CCCC1)C1=NC2=C(N1)C=CC(=C2)C#C ((S)-2-(5-ethynyl-1H-benzoimidazol-2-yl)-piperidine-1-carboxylic acid benzyl ester), TEA. Reagents/catalysts: [Cu]I (CuI), C1=CC=C(C=C1)P(C2=CC=CC=C2)C3=CC=CC=C3.C1=CC=C(C=C1)P(C2=CC=CC=C2)C3=CC=CC=C3.Cl[Pd]Cl (bis(triphenylphosphine)palladium(II)dichloride). Run in C1CCOC1 (THF). Conditions: time 12 hour. The product is C(C1=CC=CC=C1)OC(=O)N1[C@@H](CCCC1)C1=NC2=C(N1)C=CC(=C2)C#CC#CC2=CC1=C(NC(=N1)[C@H]1N(CCCC1)C(=O)OCC1=CC=CC=C1)C=C2 ((S)-2-(5-{4-[2-((S)-1-benzyloxycarbonyl-piperidin-2-yl)-1H-benzoimidazol-5-yl]-buta-1,3-diynyl}-1H-benzoimidazol-2-yl)-piperidine-1-carboxylic acid benzyl ester). The yield is 38.6%. As a reaction SMILES: [CH2:1]([O:8][C:9]([N:11]1[CH2:16][CH2:15][CH2:14][CH2:13][C@H:12]1[C:17]1[NH:21][C:20]2[CH:22]=[CH:23][C:24]([C:26]#[CH:27])=[CH:25][C:19]=2[N:18]=1)=[O:10])[C:2]1[CH:7]=[CH:6][CH:5]=[CH:4][CH:3]=1>C1COCC1.[Cu]I.C1C=CC(P(C2C=CC=CC=2)C2C=CC=CC=2)=CC=1.C1C=CC(P(C2C=CC=CC=2)C2C=CC=CC=2)=CC=1.Cl[Pd]Cl>[CH2:1]([O:8][C:9]([N:11]1[CH2:16][CH2:15][CH2:14][CH2:13][C@H:12]1[C:17]1[NH:21][C:20]2[CH:22]=[CH:23][C:24]([C:26]#[C:27][C:27]#[C:26][C:24]3[CH:23]=[CH:22][C:20]4[NH:21][C:17]([C@@H:12]5[CH2:13][CH2:14][CH2:15][CH2:16][N:11]5[C:9]([O:8][CH2:1][C:2]5[CH:7]=[CH:6][CH:5]=[CH:4][CH:3]=5)=[O:10])=[N:18][C:19]=4[CH:25]=3)=[CH:25][C:19]=2[N:18]=1)=[O:10])[C:2]1[CH:3]=[CH:4][CH:5]=[CH:6][CH:7]=1 |f:3.4.5|. Procedure details: To a stirring solution of (S)-2-(5-ethynyl-1H-benzoimidazol-2-yl)-piperidine-1-carboxylic acid benzyl ester (26 mg, 0.0723 mmol), CuI (3 mg) and bis(triphenylphosphine)palladium(II)dichloride (8 mg) in THF (1.5 mL) is added TEA (30 μL, 3.4 mmol). The reaction mixture is stirred at room temperature for 12 hours and filtered through celite and the filtrate is concentrated in vacuum to dryness. The residue is purified by flash column chromatography on silica gel (EtOAc/hexanes 0% to 100%) to give t...